This data is from the Open Reaction Database (ORD), a public repository of structured organic reaction records. The task is: describe an organic reaction: reactants, conditions, products, and yield Starting materials: COC1CCC2(CC1)Cc1ccc(Br)cc1C2=NS(=O)C(C)(C)C, C1COCCO1, CCOCC, Cl. Product: COC1CCC2(CC1)Cc1ccc(Br)cc1C2=N. As a reaction SMILES: [Br:1][c:2]1[cH:3][c:4]2[c:15]([cH:16][cH:17]1)[CH2:14][C:6]1([C:5]2=[N:18][S:19]([C:20]([CH3:21])([CH3:22])[CH3:23])=[O:24])[CH2:7][CH2:8][CH:9]([O:12][CH3:13])[CH2:10][CH2:11]1.[CH2:31]1[O:32][CH2:33][CH2:34][O:35][CH2:36]1.[CH3:26][CH2:27][O:28][CH2:29][CH3:30].[ClH:25]>>[Br:1][c:2]1[cH:3][c:4]2[c:15]([cH:16][cH:17]1)[CH2:14][C:6]1([C:5]2=[NH:18])[CH2:7][CH2:8][CH:9]([O:12][CH3:13])[CH2:10][CH2:11]1. Reactants: NC1=NC(=C(C(=N1)Cl)C=O)Cl (2-amino-4,6-di-chloro-5-formyl-pyrimidine), CCN(C(C)C)C(C)C (DIEA), NCC(=O)NC1=CC(=CC=C1)C(F)(F)F (2-amino-N-(3-trifluoromethyl-phenyl)-acetamide). Solvent: C1CCOC1 (THF). Conditions: temperature 0 celsius, time 8 hour. Yields the product NC1=NC(=C(C(=N1)NCC(=O)NC1=CC(=CC=C1)C(F)(F)F)C=O)Cl (2-(2-Amino-6-chloro-5-formyl-pyrimidin-4-ylamino)-N-(3-trifluoromethyl-phenyl)-acetamide). Yield: 42.5%. Reaction SMILES: [NH2:1][C:2]1[N:7]=[C:6]([Cl:8])[C:5]([CH:9]=[O:10])=[C:4](Cl)[N:3]=1.CCN(C(C)C)C(C)C.[NH2:21][CH2:22][C:23]([NH:25][C:26]1[CH:31]=[CH:30][CH:29]=[C:28]([C:32]([F:35])([F:34])[F:33])[CH:27]=1)=[O:24]>C1COCC1>[NH2:1][C:2]1[N:3]=[C:4]([NH:21][CH2:22][C:23]([NH:25][C:26]2[CH:31]=[CH:30][CH:29]=[C:28]([C:32]([F:33])([F:34])[F:35])[CH:27]=2)=[O:24])[C:5]([CH:9]=[O:10])=[C:6]([Cl:8])[N:7]=1. Reported procedure: To a 25 mL round bottomed flask cooled to 0° C. was added 2-amino-4,6-di-chloro-5-formyl-pyrimidine (192 mg, 1.0 mmol, 1.0 eq.), THF (10 mL), DIEA (0.34 mL, 2.0 mmol, 2.0 eq.), and 2-amino-N-(3-trifluoromethyl-phenyl)-acetamide (245 mg, 1.0 mmol, 1.0 eq.). The reaction mixture was warmed to RT and allowed to stir overnight before quenching with H2O (10 mL) and EtOAc (50 mL). The EtOAc layer washed with brine, dried with Na2SO4, and concentrated to give crude product as a solid. The solid was the...